This data is from the Open Reaction Database (ORD), a public repository of structured organic reaction records. The task is: describe an organic reaction: reactants, conditions, products, and yield Starting materials: COC(=O)c1ccc(-c2nnc(-c3ccc(N4CC(C)OC(C)C4)cc3)s2)cc1, CO, Cl, [Na+], C1CCOC1, [OH-], O. Yields the product CC1CN(c2ccc(-c3nnc(-c4ccc(C(=O)O)cc4)s3)cc2)CC(C)O1. As a reaction SMILES: [CH3:1][O:2][C:3]([c:4]1[cH:5][cH:6][c:7](-[c:10]2[s:11][c:12](-[c:15]3[cH:16][cH:17][c:18]([N:21]4[CH2:22][CH:23]([CH3:28])[O:24][CH:25]([CH3:27])[CH2:26]4)[cH:19][cH:20]3)[n:13][n:14]2)[cH:8][cH:9]1)=[O:29].[CH3:32][OH:33].[ClH:34].[Na+:31].[O:36]1[CH2:37][CH2:38][CH2:39][CH2:40]1.[OH-:30].[OH2:35]>>[O:2]=[C:3]([c:4]1[cH:5][cH:6][c:7](-[c:10]2[s:11][c:12](-[c:15]3[cH:16][cH:17][c:18]([N:21]4[CH2:22][CH:23]([CH3:28])[O:24][CH:25]([CH3:27])[CH2:26]4)[cH:19][cH:20]3)[n:13][n:14]2)[cH:8][cH:9]1)[OH:29]. Reactants: CS(=O)(=O)c1ccc(O)c(Br)c1, O=C([O-])[O-], CI, CN(C)C=O, CCOCC, [K+], [K+], O. Yields the product COc1ccc(S(C)(=O)=O)cc1Br. Reaction SMILES: [Br:7][c:8]1[c:9]([OH:18])[cH:10][cH:11][c:12]([S:14](=[O:15])(=[O:16])[CH3:17])[cH:13]1.[C:1]([O-:2])([O-:3])=[O:4].[CH3:19][I:20].[CH3:22][N:23]([CH3:24])[CH:25]=[O:26].[CH3:27][CH2:28][O:29][CH2:30][CH3:31].[K+:5].[K+:6].[OH2:21]>>[CH3:1][O:4][c:9]1[c:8]([Br:7])[cH:13][c:12]([S:14](=[O:15])(=[O:16])[CH3:17])[cH:11][cH:10]1. Reactants: NC1(CC2=CC=CC=C2CC1)CO (2-Amino-2-hydroxymethyl-1,2,3,4-tetrahydronaphthaiene), C(=O)OCC (ethyl formate). Solvent: ClCCl (dichloromethane). Reaction conditions: time 8 hour. The product is C(=O)NC1(CC2=CC=CC=C2CC1)CO (2-Formamido-2-hydroxymethyl-1,2,3,4-tetrahydronaphthalene). Reaction SMILES: [NH2:1][C:2]1([CH2:12][OH:13])[CH2:11][CH2:10][C:9]2[C:4](=[CH:5][CH:6]=[CH:7][CH:8]=2)[CH2:3]1.[CH:14](OCC)=[O:15]>ClCCl>[CH:14]([NH:1][C:2]1([CH2:12][OH:13])[CH2:11][CH2:10][C:9]2[C:4](=[CH:5][CH:6]=[CH:7][CH:8]=2)[CH2:3]1)=[O:15]. Procedure: A solution containing 5.6 mmol of the compound obtained in Stage D of Example 35 in 5 ml of ethyl formate is left overnight at room temperature. The solution is then diluted with 25 ml of dichloromethane, the solid is filtered off and the tiltrate is evaporated. The residue is then purified by chromatography on a silica column using a dichloromethane/ethanol (95:5) mixture as eluent.